Dataset: the Open Reaction Database (ORD), a public repository of structured organic reaction records. Task: describe an organic reaction: reactants, conditions, products, and yield Reactants: CC(CCCC(=O)O)C (5-methyl-caproic acid), S(O)(O)(=O)=O (sulfuric acid), CO (methanol). Yields the product CC(CCCC(=O)OC)C (methyl 5-methylcaproate). Reaction SMILES: [CH3:1][CH:2]([CH3:9])[CH2:3][CH2:4][CH2:5][C:6]([OH:8])=[O:7].S(=O)(=O)(O)O.[CH3:15]O>>[CH3:1][CH:2]([CH3:9])[CH2:3][CH2:4][CH2:5][C:6]([O:8][CH3:15])=[O:7]. Procedure: The 5-methyl-caproic acid (30 g) was treated with methanol (600 ml) and sulfuric acid (3 ml), and thus methyl 5-methylcaproate was obtained. Yield: 27 g (81%). Starting materials: O=C1C=C(Cl)C2CCC1C2, CC(O)c1cnc(-c2ccc(Cl)cc2)s1, [H-], [Na+], C1CCOC1. Yields the product CC(OC1=CC(=O)C2CCC1C2)c1cnc(-c2ccc(Cl)cc2)s1. Reaction SMILES: [Cl:18][C:19]1=[CH:20][C:21](=[O:27])[CH:22]2[CH2:23][CH2:24][CH:25]1[CH2:26]2.[Cl:1][c:2]1[cH:3][cH:4][c:5](-[c:8]2[s:9][c:10]([CH:13]([CH3:14])[OH:15])[cH:11][n:12]2)[cH:6][cH:7]1.[H-:16].[Na+:17].[O:28]1[CH2:29][CH2:30][CH2:31][CH2:32]1>>[Cl:1][c:2]1[cH:3][cH:4][c:5](-[c:8]2[s:9][c:10]([CH:13]([CH3:14])[O:15][C:19]3=[CH:20][C:21](=[O:27])[CH:22]4[CH2:23][CH2:24][CH:25]3[CH2:26]4)[cH:11][n:12]2)[cH:6][cH:7]1. Starting materials: [N+](=[N-])=C (diazomethane), C(C)OC(C1=C(N=CC=C1)C=C)=O (2-vinylnicotinic acid ethyl ester), C(C)(=O)O (Acetic acid). Solvent: C(C)OCC (diethylether). Conditions: time 8 hour. Product: C(C)OC(C1=C(N=CC=C1)C1N=NCC1)=O (2-(1-pyrazolin-3-yl)-nicotinic acid ethyl ester). Reaction SMILES: [N+:1](=[CH2:3])=[N-:2].[CH2:4]([O:6][C:7](=[O:16])[C:8]1[CH:13]=[CH:12][CH:11]=[N:10][C:9]=1[CH:14]=[CH2:15])[CH3:5].C(O)(=O)C>C(OCC)C>[CH2:4]([O:6][C:7](=[O:16])[C:8]1[CH:13]=[CH:12][CH:11]=[N:10][C:9]=1[CH:14]1[CH2:15][CH2:3][N:1]=[N:2]1)[CH3:5]. Reported procedure: An excess of diazomethane in diethylether is added to 3.35 g of 2-vinylnicotinic acid ethyl ester and stirred at -10° overnight. Acetic acid is added until gas evolution ceases and the solvent is removed by evaporation under vacuum. Reactants: N=1C=CN2C1CC(CC2)C(=O)OCC (ethyl 5,6,7,8-tetrahydroimidazo[1,2-a]pyridine-7-carboxylate), Cl (HCl). Yields the product Cl.N=1C=CN2C1CC(CC2)C(=O)O (5,6,7,8-tetrahydroimidazo[1,2-a]pyridine-7-carboxylic acid.hydrochloride). As a reaction SMILES: [N:1]1[CH:2]=[CH:3][N:4]2[CH2:9][CH2:8][CH:7]([C:10]([O:12]CC)=[O:11])[CH2:6][C:5]=12.[ClH:15]>>[ClH:15].[N:1]1[CH:2]=[CH:3][N:4]2[CH2:9][CH2:8][CH:7]([C:10]([OH:12])=[O:11])[CH2:6][C:5]=12 |f:2.3|. Procedure: A solution of 0.18 g ethyl 5,6,7,8-tetrahydroimidazo[1,2-a]pyridine-7-carboxylate in 10 ml of 3N-HCl was heated overnight under reflux, the reaction mixture was concentrated to dryness under reduced pressure, and the residue was dried, thus giving 0.18 g of 5,6,7,8-tetrahydroimidazo[1,2-a]pyridine-7-carboxylic acid.hydrochloride. The reactants are COC=1C=C(C=C(C1OC)OC)C1=NC=CC(=C1)CN1CCC(CC1)=O (1-[[2-(3,4,5-trimethoxyphenyl)pyridin-4-yl]methyl]-4-piperidone), C(CCC)C1=CC=C(N)C=C1 (4-butylaniline). The product is C(CCC)C1=CC=C(NC2CCN(CC2)CC2=CC(=NC=C2)C2=CC(=C(C(=C2)OC)OC)OC)C=C1 (4-(4-Butylanilino)-1-[[2-(3,4,5-trimethoxyphenyl)pyridin-4-yl]methyl]piperidine). Reaction SMILES: [CH3:1][O:2][C:3]1[CH:4]=[C:5]([C:13]2[CH:18]=[C:17]([CH2:19][N:20]3[CH2:25][CH2:24][C:23](=O)[CH2:22][CH2:21]3)[CH:16]=[CH:15][N:14]=2)[CH:6]=[C:7]([O:11][CH3:12])[C:8]=1[O:9][CH3:10].[CH2:27]([C:31]1[CH:37]=[CH:36][C:34]([NH2:35])=[CH:33][CH:32]=1)[CH2:28][CH2:29][CH3:30]>>[CH2:27]([C:31]1[CH:32]=[CH:33][C:34]([NH:35][CH:23]2[CH2:24][CH2:25][N:20]([CH2:19][C:17]3[CH:16]=[CH:15][N:14]=[C:13]([C:5]4[CH:6]=[C:7]([O:11][CH3:12])[C:8]([O:9][CH3:10])=[C:3]([O:2][CH3:1])[CH:4]=4)[CH:18]=3)[CH2:21][CH2:22]2)=[CH:36][CH:37]=1)[CH2:28][CH2:29][CH3:30]. Procedure: 1-[[2-(3,4,5-trimethoxyphenyl)pyridin-4-yl]methyl]-4-piperidone (1.24 g) and 4-butylaniline (149 mg) were reacted in the same manner as described in Preparation Example 37 to give the title compound.